From a dataset of the Open Reaction Database (ORD), a public repository of structured organic reaction records. describe an organic reaction: reactants, conditions, products, and yield Reaction conditions: temperature 0 celsius, time 1 hour. Solvent: C1CCOC1 (THF). Yield: 35.4%. The product is C(C1=CC=CC=C1)OC(CCC(CCC(=O)OCC1=CC=CC=C1)CI)=O (Dibenzyl-4-(iodomethyl)heptanedioate). Reactants: C(C1=CC=CC=C1)OC(CCC(CCC(=O)OCC1=CC=CC=C1)=C)=O (Dibenzyl-4-methyleneheptanedioate), CC(=O)[O-].[Na+] (NaOAc), [Na+].[I-] (NaI), CC=1C=CC(=CC1)S(=O)(=O)NCl (chloramine-T), organoborane, B.C1CCOC1 (BH3-THF). RXN SMILES: [CH2:1]([O:8][C:9](=[O:26])[CH2:10][CH2:11][C:12](=[CH2:25])[CH2:13][CH2:14][C:15]([O:17][CH2:18][C:19]1[CH:24]=[CH:23][CH:22]=[CH:21][CH:20]=1)=[O:16])[C:2]1[CH:7]=[CH:6][CH:5]=[CH:4][CH:3]=1.B.C1COCC1.CC([O-])=O.[Na+].[Na+].[I-:39].CC1C=CC(S(NCl)(=O)=O)=CC=1>C1COCC1>[CH2:18]([O:17][C:15](=[O:16])[CH2:14][CH2:13][CH:12]([CH2:25][I:39])[CH2:11][CH2:10][C:9]([O:8][CH2:1][C:2]1[CH:3]=[CH:4][CH:5]=[CH:6][CH:7]=1)=[O:26])[C:19]1[CH:24]=[CH:23][CH:22]=[CH:21][CH:20]=1 |f:1.2,3.4,5.6|. Procedure: Compound B4 (176 mg, 0.5 mmol) was dissolved in anhydrous THF (0.5 mL). The solution was cooled to 0° C. and BH3-THF (2.0 M, 0.25 mL, 0.5 mmol) was added via a syringe. The solution was then stirred at room temperature for 1 h. Methanolic NaOAc (3.0 mL, 1.0 M, 3.0 mmol), aqueous NaI (3.0 mL, 1.0 M, 3.0 mmol) and methanolic chloramine-T (6.0 mL, 0.5 M, 3.0 mmol) were added sequentially to the organoborane solution at room temperature. The reaction mixture were stirred for 10 min at room temperatu... Procedure details: The title compound is prepared from 5-(4-iodo-3,5-dimethylphenyl)-1-methylpyrimidin-2(1H)-one and methyl 2-((S)-6-((R)-7-fluoro-4-(4,4,5,5-tetramethyl-1,3,2-dioxaborolan-2-yl)-2,3-dihydro-1H-inden-1-yloxy)-2,3-dihydrobenzofuran-3-yl)acetate following a procedure analogous to that described in Step 5 of Intermediate 1. LC (method 14): tR=1.08 min; Mass spectrum (ESI+): m/z=555 [M+H]+. The product is CC1=C(C(=CC(=C1)C=1C=NC(N(C1)C)=O)C)C1=C2CC[C@H](C2=C(C=C1)F)OC1=CC2=C([C@@H](CO2)CC(=O)OC)C=C1 (Methyl 2-((S)-6-((R)-4-(2,6-dimethyl-4-(1-methyl-2-oxo-1,2-dihydropyrimidin-5-yl)phenyl)-7-fluoro-2,3-dihydro-1H-inden-1-yloxy)-2,3-dihydrobenzofuran-3-yl)acetate). As a reaction SMILES: I[C:2]1[C:7]([CH3:8])=[CH:6][C:5]([C:9]2[CH:10]=[N:11][C:12](=[O:16])[N:13]([CH3:15])[CH:14]=2)=[CH:4][C:3]=1[CH3:17].[F:18][C:19]1[CH:20]=[CH:21][C:22](B2OC(C)(C)C(C)(C)O2)=[C:23]2[C:27]=1[C@H:26]([O:28][C:29]1[CH:42]=[CH:41][C:32]3[C@H:33]([CH2:36][C:37]([O:39][CH3:40])=[O:38])[CH2:34][O:35][C:31]=3[CH:30]=1)[CH2:25][CH2:24]2.BrC1C=CC(F)=C2C=1CC[C@H]2OC1C=CC2[C@H](CC(OC)=O)COC=2C=1>>[CH3:17][C:3]1[CH:4]=[C:5]([C:9]2[CH:10]=[N:11][C:12](=[O:16])[N:13]([CH3:15])[CH:14]=2)[CH:6]=[C:7]([CH3:8])[C:2]=1[C:22]1[CH:21]=[CH:20][C:19]([F:18])=[C:27]2[C:23]=1[CH2:24][CH2:25][C@H:26]2[O:28][C:29]1[CH:42]=[CH:41][C:32]2[C@H:33]([CH2:36][C:37]([O:39][CH3:40])=[O:38])[CH2:34][O:35][C:31]=2[CH:30]=1. The reactants are IC1=C(C=C(C=C1C)C=1C=NC(N(C1)C)=O)C (5-(4-iodo-3,5-dimethylphenyl)-1-methylpyrimidin-2(1H)-one), FC=1C=CC(=C2CC[C@H](C12)OC1=CC2=C([C@@H](CO2)CC(=O)OC)C=C1)B1OC(C(O1)(C)C)(C)C (methyl 2-((S)-6-((R)-7-fluoro-4-(4,4,5,5-tetramethyl-1,3,2-dioxaborolan-2-yl)-2,3-dihydro-1H-inden-1-yloxy)-2,3-dihydrobenzofuran-3-yl)acetate), BrC1=C2CC[C@H](C2=C(C=C1)F)OC1=CC2=C([C@@H](CO2)CC(=O)OC)C=C1 (Methyl 2-((S)-6-((R)-4-bromo-7-fluoro-2,3-dihydro-1H-inden-1-yloxy)-2,3-dihydrobenzofuran-3-yl)acetate). Starting materials: Cl (hydrochloric acid), ClC=1C=C(C=CC1F)NC1=NC=NC2=CC(=C(C=C12)[N+](=O)[O-])OCCCOC1OCCCC1 (4-[(3-chloro-4-fluoro-phenyl)amino]-7-[3-(tetrahydropyran-2-yloxy)-propyloxy]-6-nitro-quinazoline). Run in CO (methanol), CO (methanol). Run at temperature 50 celsius, time 3.5 hour. The product is ClC=1C=C(C=CC1F)NC1=NC=NC2=CC(=C(C=C12)[N+](=O)[O-])OCCCO (4-[(3-chloro-4-fluoro-phenyl)amino]-7-(3-hydroxy-propyloxy)-6-nitro-quinazoline). RXN SMILES: Cl.[Cl:2][C:3]1[CH:4]=[C:5]([NH:10][C:11]2[C:20]3[C:15](=[CH:16][C:17]([O:24][CH2:25][CH2:26][CH2:27][O:28]C4CCCCO4)=[C:18]([N+:21]([O-:23])=[O:22])[CH:19]=3)[N:14]=[CH:13][N:12]=2)[CH:6]=[CH:7][C:8]=1[F:9]>CO>[Cl:2][C:3]1[CH:4]=[C:5]([NH:10][C:11]2[C:20]3[C:15](=[CH:16][C:17]([O:24][CH2:25][CH2:26][CH2:27][OH:28])=[C:18]([N+:21]([O-:23])=[O:22])[CH:19]=3)[N:14]=[CH:13][N:12]=2)[CH:6]=[CH:7][C:8]=1[F:9]. Procedure details: 3.00 ml of concentrated hydrochloric acid are added dropwise to 21.30 g of 4-[(3-chloro-4-fluoro-phenyl)amino]-7-[3-(tetrahydropyran-2-yloxy)-propyloxy]-6-nitro-quinazoline in 200 ml of methanol. A yellow precipitate is formed. The suspension is stirred for about another 3.5 hours at 50° C. For working up the methanol is distilled off in vacuo using a rotary evaporator. The residue is combined with ethyl acetate and some ice-water and made alkaline with sodium hydroxide solution. The organic pha... Reactants: ice water, ClC1=C(C=C(C(=C1)Cl)O)N1N=C(N(C1=O)C(F)F)C (1-(2,4-dichloro-5-hydroxyphenyl)-4-difluoromethyl-4,5-dihydro -3-methyl-1,2,4-triazol-5(1H)-one), C([O-])([O-])=O.[K+].[K+] (potassium carbonate), ClC=1C=C(C=CC1F)[N+](=O)[O-] (3-chloro-4-fluoronitrobenzene). The solvent is CN(C=O)C (N,N-dimethylformamide). Run at time 18 hour. Yields the product ClC1=C(C=C(C(=C1)Cl)OC1=C(C=C(C=C1)[N+](=O)[O-])Cl)N1N=C(N(C1=O)C(F)F)C (1-[2,4-dichloro-5-(2-chloro-4-nitrophenoxy)phenyl]-4-difluoromethyl -4,5-dihydro-3-methyl-1,2,4-triazol-5(1H)-one). Yield: 69.8%. Reaction SMILES: [Cl:1][C:2]1[CH:7]=[C:6]([Cl:8])[C:5]([OH:9])=[CH:4][C:3]=1[N:10]1[C:14](=[O:15])[N:13]([CH:16]([F:18])[F:17])[C:12]([CH3:19])=[N:11]1.C(=O)([O-])[O-].[K+].[K+].[Cl:26][C:27]1[CH:28]=[C:29]([N+:34]([O-:36])=[O:35])[CH:30]=[CH:31][C:32]=1F>CN(C)C=O>[Cl:1][C:2]1[CH:7]=[C:6]([Cl:8])[C:5]([O:9][C:32]2[CH:31]=[CH:30][C:29]([N+:34]([O-:36])=[O:35])=[CH:28][C:27]=2[Cl:26])=[CH:4][C:3]=1[N:10]1[C:14](=[O:15])[N:13]([CH:16]([F:17])[F:18])[C:12]([CH3:19])=[N:11]1 |f:1.2.3|. Procedure: A mixture of 10.0 g (0.032 mole) of 1-(2,4-dichloro-5-hydroxyphenyl)-4-difluoromethyl-4,5-dihydro -3-methyl-1,2,4-triazol-5(1H)-one, 5.52 g (0.040 mole) of potassium carbonate, and 7.02 g (0.040 mole) of 3-chloro-4-fluoronitrobenzene in 60 ml of N,N-dimethylformamide was stirred at room temperature for approximately 18 hours. The reaction mixture was poured into ice-water. This aqueous mixture was extracted with diethyl ether. The extract :;as dried over anhydrous magnesium sulfate and was filte... Reactants: [N+](=O)([O-])[O-].[Zn+2].[N+](=O)([O-])[O-] (zinc nitrate), [N+](=O)([O-])[O-].[Zn+2].[N+](=O)([O-])[O-] (zinc nitrate), C(C1=CC=C(C(=O)[O-])C=C1)(=O)[O-].[Na+].[Na+] (sodium terephthalate), C(C1=CC=C(C(=O)[O-])C=C1)(=O)[O-].[Na+].[Na+] (sodium terephthalate). The solvent is O (water), O (water), O (water), O (water). The product is C(C1=CC=C(C(=O)[O-])C=C1)(=O)[O-].[Zn+2] (zinc terephthalate). Reaction SMILES: [N+]([O-])([O-])=O.[Zn+2:5].[N+]([O-])([O-])=O.[C:10]([O-:21])(=[O:20])[C:11]1[CH:19]=[CH:18][C:14]([C:15]([O-:17])=[O:16])=[CH:13][CH:12]=1.[Na+].[Na+]>O>[C:10]([O-:21])(=[O:20])[C:11]1[CH:19]=[CH:18][C:14]([C:15]([O-:17])=[O:16])=[CH:13][CH:12]=1.[Zn+2:5] |f:0.1.2,3.4.5,7.8|. Reported procedure: Zinc terephthalate was prepared by slow addition of a dilute zinc nitrate solution to sodium terephthalate. The procedure was carried out by reacting 50 mmole of sodium terephthalate in 300 mls of deionized water (Solution A) with an equimolar amount of zinc nitrate in 300 mls of water (Solution B). The reaction was carried out at reflux with an addition time of at least one hour. The reaction mixture was then allowed to reflux for approximately one hour. At the end of this time it was allowed t... Reactants: ( 15 ), C1(=CC=CC=C1)NN=C1CCCCC1=O (cyclohexane-2,3-dione monophenylhydrazone), C(COCCO)O (diethylene glycol), O.C1(=CC=C(C=C1)S(=O)(=O)O)C (para-toluene sulfonic acid monohydrate). Solvent: C1(=CC=CC=C1)C (toluene). The product is O1C2(OCC1)CC=1NC3=CC=CC=C3C1CC2 (1,3,4,9-Tetrahydrospiro[carbazole-2,2′-[1,3]dioxolane]). As a reaction SMILES: C1(N[N:8]=[C:9]2[C:14](=O)[CH2:13][CH2:12][CH2:11][CH2:10]2)C=CC=CC=1.[CH2:16](O)[CH2:17][O:18][CH2:19][CH2:20][OH:21].O.[C:24]1(C)[CH:29]=CC(S(O)(=O)=O)=[CH:26][CH:25]=1>C1(C)C=CC=CC=1>[O:21]1[CH2:20][CH2:19][O:18][C:17]21[CH2:16][CH2:26][C:25]1[C:14]3[C:9](=[CH:10][CH:11]=[CH:12][CH:13]=3)[NH:8][C:24]=1[CH2:29]2 |f:2.3|. Reported procedure: The title compound was prepared essentially according to published procedures (R. F. Borch et al., J. Org. Chem. 38 (15), 2729 (1973); Nader G. et al., French Patent 2729141 (1996)). A mixture of cyclohexane-2,3-dione monophenylhydrazone (10.1 g, 0.05 mol), diethylene glycol (25 mL) and para-toluene sulfonic acid monohydrate (11.4 g, 0.06 mol) in toluene (500 mL) was heated under nitrogen in an oil bath kept at 135° C. with water removal (Dean-Stark). After heating for 15 hours the mixture was c...